From a dataset of the Open Reaction Database (ORD), a public repository of structured organic reaction records. describe an organic reaction: reactants, conditions, products, and yield Conditions: temperature 110 celsius, time 1 hour. The product is S(=O)(=O)(O)C1(C(=O)OC(C1)=O)C (SULFO-METHYL-SUCCINIC ANHYDRIDE). Reaction SMILES: [CH3:1][CH:2]1[CH2:7][C:6](=[O:8])[O:5][C:3]1=[O:4].[S:9](=[O:12])(=[O:11])=[O:10]>C(OC)(=O)C(C)=C>[S:9]([C:2]1([CH3:1])[CH2:7][C:6](=[O:8])[O:5][C:3]1=[O:4])([OH:12])(=[O:11])=[O:10]. Reported procedure: 114 g. of methyl-succinic anhydride and 80 g. of liquid sulfur trioxide are stirred and heated to 110° C. in an apparatus fitted with a condenser adequate to contain the low boiling sulfur trioxide. After 1 hour, the product is cooled to 25° C. and has an equivalent weight of about 65. It is stored as a solution in methyl methacrylate. The solvent is C(C(=C)C)(=O)OC (methyl methacrylate). Reactants: CC1C(=O)OC(C1)=O (methyl-succinic anhydride), S(=O)(=O)=O (sulfur trioxide), S(=O)(=O)=O (sulfur trioxide). Reactants: BrC1=CC=C(C=C1)C1=CC=C(C=C1)O (4-bromo-4′-hydroxybiphenyl), COC(=O)C=1OC(=CC1)CCl (5-chloromethylfuran-2-carboxylic acid methyl ester). Yields the product BrC1=CC=C(C=C1)C1=CC=C(C=C1)OCC1=CC=C(O1)C(=O)O (5-(4′-Bromo-biphenyl-4-yloxymethyl)-furan-2-carboxylic acid). As a reaction SMILES: [Br:1][C:2]1[CH:7]=[CH:6][C:5]([C:8]2[CH:13]=[CH:12][C:11]([OH:14])=[CH:10][CH:9]=2)=[CH:4][CH:3]=1.C[O:16][C:17]([C:19]1[O:20][C:21]([CH2:24]Cl)=[CH:22][CH:23]=1)=[O:18]>>[Br:1][C:2]1[CH:3]=[CH:4][C:5]([C:8]2[CH:13]=[CH:12][C:11]([O:14][CH2:24][C:21]3[O:20][C:19]([C:17]([OH:18])=[O:16])=[CH:23][CH:22]=3)=[CH:10][CH:9]=2)=[CH:6][CH:7]=1. Procedure details: 5-(4′-Bromo-biphenyl-4-yloxymethyl)-furan-2-carboxylic acid was prepared using general procedure A from 4-bromo-4′-hydroxybiphenyl (available from TCI America, Portland, Oreg.) and 5-chloromethylfuran-2-carboxylic acid methyl ester (available from Aldrich, Milwaukee, Wis., or from Maybridge plc, Tintagel, UK). Yield: 86 mg. Mass spectrum (ES) MH+=373. The reactants are ( 7 ), I (hydrogen iodide), red phosphorus, ClC1=NC(=CC2=CC=CC=C12)Cl (1,3-dichloroisoquinoline), ice water, [OH-].[Na+] (sodium hydroxide). Run in C(C)(=O)O (acetic acid). Conditions: temperature 170 celsius, time 3 hour. Yields the product ClC=1N=CC2=CC=CC=C2C1 (3-chloroisoquinoline). Reaction SMILES: Cl[C:2]1[C:11]2[C:6](=[CH:7][CH:8]=[CH:9][CH:10]=2)[CH:5]=[C:4]([Cl:12])[N:3]=1.I.[OH-].[Na+]>C(O)(=O)C>[Cl:12][C:4]1[N:3]=[CH:2][C:11]2[C:6]([CH:5]=1)=[CH:7][CH:8]=[CH:9][CH:10]=2 |f:2.3|. Procedure: A mixture of 1,3-dichloroisoquinoline (26.0 g; prepared according to the method of G Simchen, Angew. Chem. Internat. Ed. 5 (7), 663, 1966), acetic acid (125 ml), hydrogen iodide (55 ml) and red phosphorus (9.0 g) was heated with stirring at a temperature of 170° C. for a period of 3 hours. After cooling the mixture was poured into ice-water and the aqueous mixture was neutralized with aqueous sodium hydroxide. The aqueous mixture was extracted with dichloromethane and the organic extract was dri... Starting materials: ClC1=CC(=C(C=N1)NC)I (6-chloro-4-iodo-N-methylpyridin-3-amine), FC=1C=CC(=C(C1)B(O)O)C (5-fluoro-2-methylphenylboronic acid). Yields the product ClC1=CC(=C(C=N1)NC)C1=C(C=CC(=C1)F)C ([6-Chloro-4-(5-fluoro-2-methyl-phenyl)-pyridin-3-yl]-methyl-amine). RXN SMILES: [Cl:1][C:2]1[N:7]=[CH:6][C:5]([NH:8][CH3:9])=[C:4](I)[CH:3]=1.[F:11][C:12]1[CH:13]=[CH:14][C:15]([CH3:21])=[C:16](B(O)O)[CH:17]=1>>[Cl:1][C:2]1[N:7]=[CH:6][C:5]([NH:8][CH3:9])=[C:4]([C:14]2[CH:13]=[C:12]([F:11])[CH:17]=[CH:16][C:15]=2[CH3:21])[CH:3]=1. Procedure: The title compound was prepared in analogy to example 72, from 6-chloro-4-iodo-N-methylpyridin-3-amine (prepared according to WO2006013050) and 5-fluoro-2-methylphenylboronic acid after heating at reflux for 21 hours. The compound was purified by silica gel chromatography on a 50 g column using an MPLC system eluting with a gradient of n-heptane:EtOAc (100:0 to 50:50). Light brown solid (85%). MS (ESI): m/z=251.08 [M+H]+. The reactants are dihydrobromide, NCCSCC=1N=NC=CC1 (3-[(2-aminoethyl)thiomethyl]pyridazine), OCC=1N=NC=CC1 (3-hydroxymethylpyridazine), C1([N+](=O)[O-])=CC([N+](=O)[O-])=CC([N+](=O)[O-])=C1[O-] (picrate), S(=O)(=O)([O-])[O-] (sulphate). Yields the product C1([N+](=O)[O-])=CC([N+](=O)[O-])=CC([N+](=O)[O-])=C1O.C1([N+](=O)[O-])=CC([N+](=O)[O-])=CC([N+](=O)[O-])=C1O.NCCSCC=1N=NC=CC1 (3-[(2-aminoethyl)thiomethyl]pyridazine dipicrate), S(=O)(=O)(O)O.N1=NC(=CC=C1)CSCCNC(=N)N (2-(3-Pyridazinylmethylthio)ethylguanidine sulphate). RXN SMILES: OCC1N=[N:5][CH:6]=CC=1.[C:9]1([C:23]([O-:24])=[C:19]([N+:20]([O-:22])=[O:21])[CH:18]=[C:14]([N+:15]([O-:17])=[O:16])[CH:13]=1)[N+:10]([O-:12])=[O:11].[NH2:25][CH2:26][CH2:27][S:28][CH2:29][C:30]1[N:31]=[N:32][CH:33]=[CH:34][CH:35]=1.[S:36]([O-:40])([O-:39])(=[O:38])=[O:37]>>[C:19]1([C:23]([OH:24])=[C:9]([N+:10]([O-:12])=[O:11])[CH:13]=[C:14]([N+:15]([O-:17])=[O:16])[CH:18]=1)[N+:20]([O-:22])=[O:21].[C:19]1([C:23]([OH:24])=[C:9]([N+:10]([O-:12])=[O:11])[CH:13]=[C:14]([N+:15]([O-:17])=[O:16])[CH:18]=1)[N+:20]([O-:22])=[O:21].[NH2:25][CH2:26][CH2:27][S:28][CH2:29][C:30]1[N:31]=[N:32][CH:33]=[CH:34][CH:35]=1.[S:36]([OH:40])([OH:39])(=[O:38])=[O:37].[N:32]1[CH:33]=[CH:34][CH:35]=[C:30]([CH2:29][S:28][CH2:27][CH2:26][NH:25][C:6]([NH2:5])=[NH:10])[N:31]=1 |f:4.5.6,7.8|. Procedure details: By the procedure of Example 1, using 3-hydroxymethylpyridazine, the intermediate 3-[(2-aminoethyl)thiomethyl]pyridazine dipicrate, m.p. 145°-148° is prepared. Converting this picrate to the dihydrobromide, then to the free base by the procedure of Example 1 and reacting the 3-[(2-aminoethyl)thiomethyl]pyridazine with S-methylsiothiouronium sulphate by the procedure of Example 1 gives the title compound. Reactants: O (water), CC(C)O (2-propanol), CCO[Si](OCC)(OCC)OCC (TEOS), C1(=CC=CC=C1)[Si](OCC)(OCC)OCC (phenyltriethoxysilane), [N+](=O)(O)[O-] (nitric acid), C(C)O (ethanol), C(CCC)O (Butanol), O (water), CC(C)O (2-propanol). Solvent: CC(=O)C (acetone), CC(=O)C (acetone). Product: C1(=CC=CC=C1)[Si](OCCC)(OCCC)OCCC (Phenyltripropoxysilane). Reaction SMILES: [CH3:1][CH:2](O)[CH3:3].[CH3:5]CO[Si](OCC)(OCC)OCC.[C:18]1([Si:24]([O:31][CH2:32][CH3:33])(OCC)OCC)[CH:23]=[CH:22][CH:21]=[CH:20][CH:19]=1.[N+]([O-])(O)=O.[CH2:38]([OH:42])[CH2:39][CH2:40]C.C(O)C.[OH2:46]>CC(C)=O>[C:18]1([Si:24]([O:42][CH2:38][CH2:39][CH3:40])([O:31][CH2:32][CH2:33][CH3:5])[O:46][CH2:1][CH2:2][CH3:3])[CH:19]=[CH:20][CH:21]=[CH:22][CH:23]=1. Procedure: In a 1-liter flask 297 grams (4.798 moles) 2-propanol, 148 grams (2.558 moles) acetone, 73 grams (0.351 moles) TEOS, 45 grams (0.251 moles) MTEOS 121 grams (0.503 moles) phenyltriethoxysilane, 0.6 grams 0.1 M nitric acid and 72 grams (3.716 moles) deionized water were combined. The flask was refluxed for 4 hours. To the solution, 57 grams (0.769 moles) of Butanol, 88 grams (1.422 moles) 2-propanol, 44 grams 0.758 moles) of acetone, 59 grams (1.227 moles) of ethanol, 9.5 grams (0.528 moles) deion... As a reaction SMILES: [CH3:1][O:2][C:3]1[C:7](OC)=[N:6][S:5](=[O:10])[N:4]=1.[CH3:11][N:12]([CH3:21])[CH2:13][C:14]#[C:15][CH2:16][CH2:17][CH2:18][CH2:19][NH2:20]>>[CH3:1][O:2][C:3]1[C:7]([NH:20][CH2:19][CH2:18][CH2:17][CH2:16][C:15]#[C:14][CH2:13][N:12]([CH3:11])[CH3:21])=[N:6][S:5](=[O:10])[N:4]=1. Yields the product COC1=NS(N=C1NCCCCC#CCN(C)C)=O (3-methoxy-4-[7-dimethylaminohept-5-ynylamino]-1,2,5-thiadiazole-1-oxide). The reactants are COC1=NS(N=C1OC)=O (3,4-dimethoxy-1,2,5--thiadiazole-1-oxide), CN(CC#CCCCCN)C (7-(dimethylamino)hept-5ynylamine). Reported procedure: In a similar manner to Example 1, 3,4-dimethoxy-1,2,5--thiadiazole-1-oxide (1.57 g) and 7-(dimethylamino)hept-5ynylamine (1.5 g) were reacted to give a solution of 3-methoxy-4-[7-dimethylaminohept-5-ynylamino]-1,2,5-thiadiazole-1-oxide. Reaction with ammonia gas and purification as in Example 1 gave the title compound (1.8 g), m.p. 154°-5° C. (recrystallisation from isopropanolethyl acetate).